Dataset: the Open Reaction Database (ORD), a public repository of structured organic reaction records. Task: describe an organic reaction: reactants, conditions, products, and yield The reactants are C(C=C)C1=C(C=CC(=C1)F)O (2-allyl-4-fluoro-phenol), C1=CC(=CC(=C1)Cl)C(=O)OO (m-CPBA). Run in C(Cl)(Cl)Cl (chloroform). Reaction conditions: temperature 60 celsius. The product is FC=1C=CC2=C(CC(O2)CO)C1 ((5-fluoro-2,3-dihydro-benzofuran-2-yl)-methanol). Isolated yield 79.0%. As a reaction SMILES: [CH2:1]([C:4]1[CH:9]=[C:8]([F:10])[CH:7]=[CH:6][C:5]=1[OH:11])[CH:2]=[CH2:3].C1C=C(Cl)C=C(C(OO)=[O:20])C=1>C(Cl)(Cl)Cl>[F:10][C:8]1[CH:7]=[CH:6][C:5]2[O:11][CH:2]([CH2:3][OH:20])[CH2:1][C:4]=2[CH:9]=1. Reported procedure: Into a 500 ml round-bottomed flask that contained a solution of 2-allyl-4-fluoro-phenol (10.0 g, 65.7 mmol) in 300 ml of chloroform was added m-CPBA (11 g, 64 mmol, ˜0.96 eq). The mixture was heated at 60° C. (oil bath) for 6 hours. The contents were cooled to room temperature and the solids were filtered off and washed with 3×20 ml of chloroform The filtrate was washed with saturated aqueous NaHCO3 (2×100 mL) to remove traces of m-CPBA, dried over magnesium sulfate, filtered, and then concentra... The reactants are C(C)(C)[C@@H]1OC[C@H](CO1)N (trans 2-isopropyl-[1,3]dioxan-5-ylamine), ClC1=NC=C(C2=CC=CC=C12)CC=1C=NC(=CC1)O (1-chloro-4-[(6-hydroxy-pyridin-3-yl)methyl]-isoquinoline), C(CCC)N(CCCC)CCCC (tributylamine). Run in CCOC(=O)C (EtOAc), C(=O)(O)[O-].[Na+] (NaHCO3). Product: C(C)(C)[C@@H]1OC[C@H](CO1)NC1=NC=C(C2=CC=CC=C12)CC=1C=NC(=CC1)O (trans 1-(2-isopropyl-[1,3]dioxan-5-ylamino)-4-[(6-hydroxy-pyridin-3-yl)methyl]-isoquinoline). RXN SMILES: [CH:1]([C@H:4]1[O:9][CH2:8][C@H:7]([NH2:10])[CH2:6][O:5]1)([CH3:3])[CH3:2].Cl[C:12]1[C:21]2[C:16](=[CH:17][CH:18]=[CH:19][CH:20]=2)[C:15]([CH2:22][C:23]2[CH:24]=[N:25][C:26]([OH:29])=[CH:27][CH:28]=2)=[CH:14][N:13]=1.C(N(CCCC)CCCC)CCC>CCOC(C)=O.C([O-])(O)=O.[Na+]>[CH:1]([C@H:4]1[O:9][CH2:8][C@H:7]([NH:10][C:12]2[C:21]3[C:16](=[CH:17][CH:18]=[CH:19][CH:20]=3)[C:15]([CH2:22][C:23]3[CH:24]=[N:25][C:26]([OH:29])=[CH:27][CH:28]=3)=[CH:14][N:13]=2)[CH2:6][O:5]1)([CH3:3])[CH3:2] |f:4.5|. Procedure details: In a sealed glass bottle under N2-atmosphere, 424 mg (2.92 mmol) of trans 2-isopropyl-[1,3]dioxan-5-ylamine, 396 mg (1.46 mmol) of 1-chloro-4-[(6-hydroxy-pyridin-3-yl)methyl]-isoquinoline (contains 1-iodo derivative) and 2 ml of tributylamine are stirred at 150° C. for 48 h. The resulting mixture is diluted with EtOAc and NaHCO3-solution, the aqueous layer is separated and extracted twice with EtOAc. The organic phases are washed with brine, dried (Na2SO4) and concentrated in vaccuo. “Reversed P... Reactants: CCCCCCN(CCCCCC)C(=O)c1cc2ccccc2[nH]c1=O, CN(C)C=O, O, ClCc1cccnc1. Yields the product CCCCCCN(CCCCCC)C(=O)c1cc2ccccc2n(Cc2cccnc2)c1=O. As a reaction SMILES: [CH2:1]([CH2:2][CH2:3][CH2:4][CH2:5][CH3:6])[N:7]([C:8](=[O:9])[c:10]1[c:11](=[O:20])[nH:12][c:13]2[cH:14][cH:15][cH:16][cH:17][c:18]2[cH:19]1)[CH2:21][CH2:22][CH2:23][CH2:24][CH2:25][CH3:26].[CH3:36][N:37]([CH3:38])[CH:39]=[O:40].[OH2:35].[cH:27]1[c:28]([CH2:33][Cl:34])[cH:29][cH:30][cH:31][n:32]1>>[CH2:1]([CH2:2][CH2:3][CH2:4][CH2:5][CH3:6])[N:7]([C:8](=[O:9])[c:10]1[c:11](=[O:20])[n:12]([CH2:33][c:28]2[cH:27][n:32][cH:31][cH:30][cH:29]2)[c:13]2[cH:14][cH:15][cH:16][cH:17][c:18]2[cH:19]1)[CH2:21][CH2:22][CH2:23][CH2:24][CH2:25][CH3:26]. Reactants: C(C1=CC=CC=C1)(=O)C1=CC=CC=C1 (benzophenone), 12-L, C(C1=CC=CC=C1)(=O)C1=CC=CC=C1 (benzophenone), C1(=CC=CC=C1)[Li] (phenyllithium), C1CCCCC1 (cyclohexane), N1=CC=C(C=C1)C (4-picoline). Solvent: CCOCC (ether), O1CCCC1 (tetrahydrofuran), O1CCCC1 (tetrahydrofuran). Run at time 30 minute. The product is C1(=CC=CC=C1)C(CC1=CC=NC=C1)(O)C1=CC=CC=C1 (alpha,alpha-diphenyl-4-pyridineethanol). The yield is 93.7%. Reaction SMILES: [N:1]1[CH:6]=[CH:5][C:4]([CH3:7])=[CH:3][CH:2]=1.C1([Li])C=CC=CC=1.C1CCCCC1.[C:21]([C:29]1[CH:34]=[CH:33][CH:32]=[CH:31][CH:30]=1)(=[O:28])[C:22]1[CH:27]=[CH:26][CH:25]=[CH:24][CH:23]=1>O1CCCC1.CCOCC>[C:29]1([C:21]([C:22]2[CH:23]=[CH:24][CH:25]=[CH:26][CH:27]=2)([OH:28])[CH2:7][C:4]2[CH:5]=[CH:6][N:1]=[CH:2][CH:3]=2)[CH:30]=[CH:31][CH:32]=[CH:33][CH:34]=1. Procedure details: A flame-dried, 12-L flask equipped with a mechanical stirrer, thermometer, and dropping funnel was charged under argon with 252.5 g of 4-picoline and 2.50 L of tetrahydrofuran. The solution was cooled in an ice bath to below 20° and maintained at 15°-20° during the addition over 15 minutes, of 1.315 L of 1.85M phenyllithium in 70:30 cyclohexane:ether solution. The mixture was stirred at 15°-20° for 30 minutes and then cooled to -5°-0° in an acetone-ice bath. The temperature was maintained in thi... The reactants are CC(=O)c1cc(C#N)ccc1O, C1CCNC1, COCC(C)=O, Cc1ccccc1, O. Yields the product COCC1(C)CC(=O)c2cc(C#N)ccc2O1. RXN SMILES: [C:1]([CH3:2])(=[O:3])[c:4]1[cH:5][c:6]([C:7]#[N:8])[cH:9][cH:10][c:11]1[OH:12].[CH2:19]1[CH2:20][NH:21][CH2:22][CH2:23]1.[CH3:13][O:14][CH2:15][C:16]([CH3:17])=[O:18].[CH3:24][c:25]1[cH:26][cH:27][cH:28][cH:29][cH:30]1.[OH2:31]>>[C:1]1(=[O:3])[CH2:2][C:16]([CH2:15][O:14][CH3:13])([CH3:17])[O:12][c:11]2[c:4]1[cH:5][c:6]([C:7]#[N:8])[cH:9][cH:10]2. Reaction SMILES: [C:38](=[O:39])([O-:40])[O-:41].[Cl:44][CH2:45][Cl:46].[Cl:8][c:9]1[c:10]([CH:18]([CH3:19])[c:20]2[cH:21][nH:22][c:23]3[n:24][cH:25][c:26]([B:29]4[O:30][C:31]([CH3:32])([CH3:33])[C:34]([CH3:35])([CH3:36])[O:37]4)[cH:27][c:28]23)[c:11]([O:16][CH3:17])[cH:12][cH:13][c:14]1[F:15].[I:1][c:2]1[cH:3][n:4][cH:5][n:6]1[CH3:7].[K+:42].[K+:43].[O:47]1[CH2:48][CH2:49][O:50][CH2:51][CH2:52]1>>[c:2]1(-[c:26]2[cH:25][n:24][c:23]3[nH:22][cH:21][c:20]([CH:18]([c:10]4[c:9]([Cl:8])[c:14]([F:15])[cH:13][cH:12][c:11]4[O:16][CH3:17])[CH3:19])[c:28]3[cH:27]2)[cH:3][n:4][cH:5][n:6]1[CH3:7]. The product is COc1ccc(F)c(Cl)c1C(C)c1c[nH]c2ncc(-c3cncn3C)cc12. Starting materials: O=C([O-])[O-], ClCCl, COc1ccc(F)c(Cl)c1C(C)c1c[nH]c2ncc(B3OC(C)(C)C(C)(C)O3)cc12, Cn1cncc1I, [K+], [K+], C1COCCO1. Reactants: FC(S(=O)(=O)OC1=C(CN(CC1)C(=O)OC(C)(C)C)C(=O)OCC)(F)F (1-tert-butyl 3-ethyl 4-{[(trifluoromethyl)sulfonyl]oxy}-5,6-dihydropyridin-1,3(2H)-dicarboxylate), C(C1=CC=CC=C1)OC=1C=C(C=CC1)B(O)O (3-benzyloxyphenylboronic acid). Product: C(C1=CC=CC=C1)OC=1C=C(C=CC1)C1=C(CN(CC1)C(=O)OC(C)(C)C)C(=O)OCC (1-tert-Butyl 3-ethyl 4-[3-(benzyloxy)phenyl]-5,6-dihydropyridin-1,3(2H)-dicarboxylate). Reaction SMILES: FC(F)(F)S(O[C:7]1[CH2:12][CH2:11][N:10]([C:13]([O:15][C:16]([CH3:19])([CH3:18])[CH3:17])=[O:14])[CH2:9][C:8]=1[C:20]([O:22][CH2:23][CH3:24])=[O:21])(=O)=O.[CH2:27]([O:34][C:35]1[CH:36]=[C:37](B(O)O)[CH:38]=[CH:39][CH:40]=1)[C:28]1[CH:33]=[CH:32][CH:31]=[CH:30][CH:29]=1>>[CH2:27]([O:34][C:35]1[CH:40]=[C:39]([C:7]2[CH2:12][CH2:11][N:10]([C:13]([O:15][C:16]([CH3:19])([CH3:18])[CH3:17])=[O:14])[CH2:9][C:8]=2[C:20]([O:22][CH2:23][CH3:24])=[O:21])[CH:38]=[CH:37][CH:36]=1)[C:28]1[CH:33]=[CH:32][CH:31]=[CH:30][CH:29]=1. Procedure details: Using 1-tert-butyl 3-ethyl 4-{[(trifluoromethyl)sulfonyl]oxy}-5,6-dihydropyridin-1,3(2H)-dicarboxylate and 3-benzyloxyphenylboronic acid, the title compound was obtained in a similar manner to Reference Example 550. Starting materials: S(=O)(=O)([O-])OOS(=O)(=O)[O-].[Na+].[Na+] (sodium persulfate), O (water), C=C1C(=O)OCC1 (α-methylene-γ-butyrolactone), C(CCCCCCC\C=C/CCCCCCCC)(=O)[O-].[Na+] (sodium oleate), O (water), C(CCCCCCC\C=C/CCCCCCCC)(=O)[O-].[Na+] (sodium oleate), C(=C)C1=NC=CC=C1 (2-vinylpyridine), [OH-].[Na+] (NaOH). Reaction conditions: temperature 60 celsius, time 10 minute. The product is C=C1C(=O)OCC1.C(=C)C1=NC=CC=C1 (α-methylene-γ-butyrolactone 2-vinylpyridine). Reaction SMILES: C([O-])(=O)CCCCCCC/C=C\CCCCCCCC.[Na+].O.[CH:23]([C:25]1[CH:30]=[CH:29][CH:28]=[CH:27][N:26]=1)=[CH2:24].[CH2:31]=[C:32]1[CH2:37][CH2:36][O:35][C:33]1=[O:34].[OH-].[Na+].S(OOS([O-])(=O)=O)([O-])(=O)=O.[Na+].[Na+]>>[CH2:31]=[C:32]1[CH2:37][CH2:36][O:35][C:33]1=[O:34].[CH:23]([C:25]1[CH:30]=[CH:29][CH:28]=[CH:27][N:26]=1)=[CH2:24] |f:0.1,5.6,7.8.9,10.11|. Procedure details: To a dry 500 mL round bottom flask with a magnetic stir bar was added 1 g (3.28×10−3 mol) sodium oleate and 71.43 g (3.96 mol) water. The reaction is heated to 60° C. while stirring under nitrogen. After 10 minutes at 60° C., a monomer mixture consisting of 22.86 g (0.217 mol) 2-vinylpyridine and 21.33 g (0.217 mol α-methylene-γ-butyrolactone, as well as an aqueous mixture consisting of 1.14 g (3.74×10−3 mol) sodium oleate, 0.36 g (9.00×10−3 mol) NaOH, 0.36 g (1.51×10−3 mol) sodium persulfate, a... Reactants: C1CCOC1, O=C(Cl)CCl, CC1(N2C(=O)c3cccc(N)c3C2=O)CCC(=O)NC1=O. Product: CC1(N2C(=O)c3cccc(NC(=O)CCl)c3C2=O)CCC(=O)NC1=O. Reaction SMILES: [CH2:27]1[O:28][CH2:29][CH2:30][CH2:31]1.[Cl:1][CH2:2][C:3](=[O:4])[Cl:5].[NH2:6][c:7]1[c:8]2[c:12]([cH:13][cH:14][cH:15]1)[C:11](=[O:16])[N:10]([C:17]1([CH3:25])[C:18](=[O:24])[NH:19][C:20](=[O:23])[CH2:21][CH2:22]1)[C:9]2=[O:26]>>[Cl:1][CH2:2][C:3](=[O:4])[NH:6][c:7]1[c:8]2[c:12]([cH:13][cH:14][cH:15]1)[C:11](=[O:16])[N:10]([C:17]1([CH3:25])[C:18](=[O:24])[NH:19][C:20](=[O:23])[CH2:21][CH2:22]1)[C:9]2=[O:26]. Reactants: CC(=O)OC(C)=O, NC1CCc2ccccc2C1. The product is CC(=O)NC1CCc2ccccc2C1. RXN SMILES: [CH3:12][C:13](=[O:14])[O:15][C:16](=[O:17])[CH3:18].[NH2:1][CH:2]1[CH2:3][c:4]2[cH:5][cH:6][cH:7][cH:8][c:9]2[CH2:10][CH2:11]1>>[NH:1]([CH:2]1[CH2:3][c:4]2[cH:5][cH:6][cH:7][cH:8][c:9]2[CH2:10][CH2:11]1)[C:13]([CH3:12])=[O:14].